This data is from the Open Reaction Database (ORD), a public repository of structured organic reaction records. The task is: describe an organic reaction: reactants, conditions, products, and yield Yields the product O=C(Cl)c1cc(F)c(F)cc1F. RXN SMILES: [CH3:19][N:20]([CH3:21])[CH:22]=[O:23].[Cl:13][C:14]([C:15]([Cl:16])=[O:17])=[O:18].[F:1][c:2]1[c:3]([C:4](=[O:5])[OH:6])[cH:7][c:8]([F:12])[c:9]([F:11])[cH:10]1>>[F:1][c:2]1[c:3]([C:4](=[O:5])[Cl:13])[cH:7][c:8]([F:12])[c:9]([F:11])[cH:10]1. Starting materials: CN(C)C=O, O=C(Cl)C(=O)Cl, O=C(O)c1cc(F)c(F)cc1F. Starting materials: c1ccc(CN2CC3CNCC(C3)C2)cc1, CC(C)OC(=O)Cl, ClCCl, [Na+], [OH-], O. The product is CC(C)OC(=O)N1CC2CC(CN(Cc3ccccc3)C2)C1. As a reaction SMILES: [CH2:11]([c:12]1[cH:13][cH:14][cH:15][cH:16][cH:17]1)[N:18]1[CH2:19][CH:20]2[CH2:21][NH:22][CH2:23][CH:24]([CH2:25]1)[CH2:26]2.[CH:1]([CH3:2])([CH3:3])[O:4][C:5](=[O:6])[Cl:7].[Cl:27][CH2:28][Cl:29].[Na+:9].[OH-:8].[OH2:10]>>[CH:1]([CH3:2])([CH3:3])[O:4][C:5](=[O:6])[N:22]1[CH2:21][CH:20]2[CH2:19][N:18]([CH2:11][c:12]3[cH:13][cH:14][cH:15][cH:16][cH:17]3)[CH2:25][CH:24]([CH2:23]1)[CH2:26]2. The reactants are raw materials, C(C)(C)N(CC)C(C)C (IPEA), C=1C=CC2=C(C1)N=NN2O (HOBT), FC(C(=O)O)(F)F.ClCCC\C(\C(=O)O)=C/C1=CC(=C(C=C1)N1C=NC(=C1)C)OC ((E)-5-chloro-2-(3-methoxy-4-(4-methyl-1H-imidazol-1-yl)benzylidene)valeric acid trifluoroacetate), N1(CCOCC1)C1=CC=C2CCCC(C2=C1)N (7-morpholin-4-yl-1,2,3,4-tetrahydronaphthalen-1-ylamine). Solvent: CN(C)C=O (DMF), C(CCl)Cl (EDC), C(C)(=O)OCC (ethyl acetate), O (water). Conditions: time 30 minute. Product: N1(CCOCC1)C1=CC=C2CCCC(C2=C1)NC(/C(/CCCCl)=C/C1=CC(=C(C=C1)N1C=NC(=C1)C)OC)=O ((E)-5-chloro-2-[3-methoxy-4-(4-methyl-1H-imidazol-1-yl)-benzylidene]valeric acid (7-morpholin-4-yl-1,2,3,4-tetrahydronaphthalen-1-yl)amide). The yield is 81.9%. As a reaction SMILES: C(N(C(C)C)CC)(C)C.C1C=CC2N(O)N=NC=2C=1.FC(F)(F)C(O)=O.[Cl:27][CH2:28][CH2:29][CH2:30]/[C:31](=[CH:35]\[C:36]1[CH:41]=[CH:40][C:39]([N:42]2[CH:46]=[C:45]([CH3:47])[N:44]=[CH:43]2)=[C:38]([O:48][CH3:49])[CH:37]=1)/[C:32]([OH:34])=O.[N:50]1([C:56]2[CH:65]=[C:64]3[C:59]([CH2:60][CH2:61][CH2:62][CH:63]3[NH2:66])=[CH:58][CH:57]=2)[CH2:55][CH2:54][O:53][CH2:52][CH2:51]1>CN(C=O)C.C(OCC)(=O)C.O.C(Cl)CCl>[N:50]1([C:56]2[CH:65]=[C:64]3[C:59]([CH2:60][CH2:61][CH2:62][CH:63]3[NH:66][C:32](=[O:34])/[C:31](=[CH:35]/[C:36]3[CH:41]=[CH:40][C:39]([N:42]4[CH:46]=[C:45]([CH3:47])[N:44]=[CH:43]4)=[C:38]([O:48][CH3:49])[CH:37]=3)/[CH2:30][CH2:29][CH2:28][Cl:27])=[CH:58][CH:57]=2)[CH2:55][CH2:54][O:53][CH2:52][CH2:51]1 |f:2.3|. Procedure: IPEA (330 μL), EDC (181 mg) and HOBT (128 mg) were sequentially added to a solution of (E)-5-chloro-2-(3-methoxy-4-(4-methyl-1H-imidazol-1-yl)benzylidene)valeric acid trifluoroacetate (276 mg) and 7-morpholin-4-yl-1,2,3,4-tetrahydronaphthalen-1-ylamine (110 mg) in DMF (3.0 mL) at room temperature, and the reaction solution was stirred at room temperature for 30 minutes. After confirming that the raw materials disappeared, water and ethyl acetate were added to the residue and the organic layer wa... The reactants are COC(C(CCCC)Br)=O (2-bromo-hexanoic acid methyl ester), FC1=C(C=C(N)C=C1)C (4-fluoro-3-methylaniline), C(=O)([O-])[O-].[K+].[K+] (K2CO3). Run in O (water), CN(C)C=O (DMF). Reaction conditions: time 88 hour. The product is COC(C(CCCC)NC1=CC(=C(C=C1)F)C)=O (2-(4-Fluoro-3-methyl-phenylamino)-hexanoic acid methyl ester). The yield is 44.8%. Reaction SMILES: [CH3:1][O:2][C:3](=[O:10])[CH:4](Br)[CH2:5][CH2:6][CH2:7][CH3:8].[F:11][C:12]1[CH:18]=[CH:17][C:15]([NH2:16])=[CH:14][C:13]=1[CH3:19].C([O-])([O-])=O.[K+].[K+]>CN(C=O)C.O>[CH3:1][O:2][C:3](=[O:10])[CH:4]([NH:16][C:15]1[CH:17]=[CH:18][C:12]([F:11])=[C:13]([CH3:19])[CH:14]=1)[CH2:5][CH2:6][CH2:7][CH3:8] |f:2.3.4|. Reported procedure: To a solution of 2-bromo-hexanoic acid methyl ester (0.500 g, 2.404 mmol) and 4-fluoro-3-methylaniline (0.301 g, 2.404 mmol) in 15 mL of DMF, was added K2CO3 (1.661 g, 12.020 mmol). After stirring at room temperature under N2 for 88 h, the reaction mixture was diluted with 60 mL of water and extracted with dichloromethane (60 mL×3). The organic extracts were combined dried over anhydrous Na2SO4 and the solvent removed under reduced pressure. Flash chromatography (silica gel) eluting with 0-20% e... The reactants are CC(C)(C)OC(=O)CBr, O=C([O-])[O-], Cc1csc(Nc2cc(Oc3cccc(O)c3)ccn2)n1, [K+], [K+], CN(C)C=O. Product: Cc1csc(Nc2cc(Oc3cccc(OCC(=O)OC(C)(C)C)c3)ccn2)n1. Reaction SMILES: [Br:28][CH2:29][C:30](=[O:31])[O:32][C:33]([CH3:34])([CH3:35])[CH3:36].[C:1](=[O:2])([O-:3])[O-:4].[CH3:7][c:8]1[n:9][c:10]([NH:13][c:14]2[n:15][cH:16][cH:17][c:18]([O:20][c:21]3[cH:22][c:23]([OH:27])[cH:24][cH:25][cH:26]3)[cH:19]2)[s:11][cH:12]1.[K+:5].[K+:6].[O:37]=[CH:38][N:39]([CH3:40])[CH3:41]>>[CH3:7][c:8]1[n:9][c:10]([NH:13][c:14]2[n:15][cH:16][cH:17][c:18]([O:20][c:21]3[cH:22][c:23]([O:27][CH2:29][C:30](=[O:31])[O:32][C:33]([CH3:34])([CH3:35])[CH3:36])[cH:24][cH:25][cH:26]3)[cH:19]2)[s:11][cH:12]1. Reactants: C(C)(=O)OC(C)=O (acetic anhydride), C1(=CC=CC=C1)C1NCCCCC1 (2-(R,S)-phenylazacycloheptane). Run in C(=O)O (formic acid). Conditions: temperature 70 celsius. The product is C(=O)N1C(CCCCC1)C1=CC=CC=C1 (1-Formyl-2-(R,S)-phenylazacycloheptane). Isolated yield 97.0%. RXN SMILES: C(O[C:5](=[O:7])C)(=O)C.[C:8]1([CH:14]2[CH2:20][CH2:19][CH2:18][CH2:17][CH2:16][NH:15]2)[CH:13]=[CH:12][CH:11]=[CH:10][CH:9]=1>C(O)=O>[CH:5]([N:15]1[CH2:16][CH2:17][CH2:18][CH2:19][CH2:20][CH:14]1[C:8]1[CH:13]=[CH:12][CH:11]=[CH:10][CH:9]=1)=[O:7]. Procedure: To a mixture of, 98-100% formic acid (30 ml) and acetic anhydride (100 ml) was added 2-(R,S)-phenylazacycloheptane (10 g, 57.1 mmol; B. E. Maryanoff et al., J.Med. Chem., 30, 1433, 1987) and the mixture warmed to 70° C. for 2 h. The reaction mixture was then cooled and evaporated to dryness in vacuo and the residue was partitioned between ether and saturated aqueous potassium carbonate. The ether layer was separated and evaporated to dryness in vacuo to afford the title compound (11.24 g; 97%) a...